Task: describe an organic reaction: reactants, conditions, products, and yield. Dataset: the Open Reaction Database (ORD), a public repository of structured organic reaction records Starting materials: CS(C)=O, O=C(Cc1ccc(Cl)cc1)c1ccc(Cl)cc1Cl, O=C1CCC(=O)N1Br, O. Product: O=C(C(=O)c1ccc(Cl)cc1Cl)c1ccc(Cl)cc1. Reaction SMILES: [CH3:28][S:29]([CH3:30])=[O:31].[Cl:1][c:2]1[cH:3][cH:4][c:5]([CH2:8][C:9](=[O:10])[c:11]2[c:12]([Cl:18])[cH:13][c:14]([Cl:17])[cH:15][cH:16]2)[cH:6][cH:7]1.[O:19]=[C:20]1[N:21]([Br:22])[C:23](=[O:24])[CH2:25][CH2:26]1.[OH2:27]>>[Cl:1][c:2]1[cH:3][cH:4][c:5]([C:8]([C:9](=[O:10])[c:11]2[c:12]([Cl:18])[cH:13][c:14]([Cl:17])[cH:15][cH:16]2)=[O:19])[cH:6][cH:7]1. The reactants are ClCCCl, O=S(=O)([O-])c1ccc(C(F)(F)F)c[n+]1F, CCOC(=O)C1CCCC1=O. Product: O=S(=O)(O)c1ccc(C(F)(F)F)cn1. As a reaction SMILES: [Cl:27][CH2:28][CH2:29][Cl:30].[F:12][n+:13]1[c:14]([S:23](=[O:24])(=[O:25])[O-:26])[cH:15][cH:16][c:17]([C:19]([F:20])([F:21])[F:22])[cH:18]1.[O:1]=[C:2]1[CH2:3][CH2:4][CH2:5][CH:6]1[C:7]([O:8][CH2:9][CH3:10])=[O:11]>>[n:13]1[c:14]([S:23](=[O:24])(=[O:25])[OH:26])[cH:15][cH:16][c:17]([C:19]([F:20])([F:21])[F:22])[cH:18]1.